From a dataset of the Open Reaction Database (ORD), a public repository of structured organic reaction records. describe an organic reaction: reactants, conditions, products, and yield Reactants: CO, COCCOCC(C)(C)c1ccc([N+](=O)[O-])cc1. Yields the product COCCOCC(C)(C)c1ccc(N)cc1. Reaction SMILES: [CH3:19][OH:20].[CH3:1][O:2][CH2:3][CH2:4][O:5][CH2:6][C:7]([CH3:8])([CH3:9])[c:10]1[cH:11][cH:12][c:13]([N+:16]([O-:17])=[O:18])[cH:14][cH:15]1>>[CH3:1][O:2][CH2:3][CH2:4][O:5][CH2:6][C:7]([CH3:8])([CH3:9])[c:10]1[cH:11][cH:12][c:13]([NH2:16])[cH:14][cH:15]1.